This data is from the Open Reaction Database (ORD), a public repository of structured organic reaction records. The task is: describe an organic reaction: reactants, conditions, products, and yield Reactants: C(C)(C)(C)C1=C(C=C(C=C1)C(C)=O)O (1-(4-tert-Butyl-3-hydroxy-phenyl)-ethanone), [Br-].[Br-].[Br-].C[N+](C1=CC=CC=C1)(C)C.C[N+](C)(C)C1=CC=CC=C1.C[N+](C)(C)C1=CC=CC=C1 (trimethyl-phenyl-ammonium tribromide), O1CCCC1.CO (tetrahydrofuran methanol). Product: BrCC(=O)C1=CC(=C(C=C1)O)C(C)(C)C (2-bromo-1-(3-tert-butyl-4-hydroxy-phenyl)-ethanone). Reaction SMILES: [C:1]([C:5]1[CH:10]=[CH:9][C:8](C(=O)C)=[CH:7][C:6]=1[OH:14])([CH3:4])([CH3:3])[CH3:2].[Br-:15].[Br-].[Br-].C[N+](C)(C)C1C=CC=CC=1.C[N+](C1C=CC=CC=1)(C)C.C[N+](C1C=CC=CC=1)(C)C.[O:48]1CC[CH2:50][CH2:49]1.CO>>[Br:15][CH2:50][C:49]([C:9]1[CH:8]=[CH:7][C:6]([OH:14])=[C:5]([C:1]([CH3:2])([CH3:3])[CH3:4])[CH:10]=1)=[O:48] |f:1.2.3.4.5.6,7.8|. Reported procedure: A solution of 1-(4-tert-Butyl-3-hydroxy-phenyl)-ethanone (192 mg, 1.0 mmol) and trimethyl-phenyl-ammonium tribromide in (3:1) tetrahydrofuran/methanol (3 mL) was stirred at room temperature 1 h. The resulting mixture was quenched with 5% wt. aq. sodium thiosulfate (500 μL) then water (3.5 mL). DCM added and the organic layer separated, dried over sodium sulfate, filtered and evaporated in vacuo to yield an amber syrup. The syrup was purified via silica gel chromatography eluting with (3:1) EtOAc... Starting materials: C(=O)C1=CC=2C(=NC=CC2O1)NC(C1=CC=CC=C1)=O (N-(2-Formylfuro[3,2-c]pyridin-4-yl)benzamide), NC(=CC#N)C(F)F (3-amino-4,4-difluorobut-2-enenitrile). Solvent: C(C)(=O)O (acetic acid), C(CCC)O (1-butanol). The product is C(#N)C1=C(NC(=C(C1C1=CC=2C(=NC=CC2O1)NC(C1=CC=CC=C1)=O)C#N)C(F)F)C(F)F (N-{2-[3,5-Dicyano-2,6-bis(difluoromethyl)-1,4-dihydropyridin-4-yl]furo[3,2-c]pyridin-4-yl}benzamide). RXN SMILES: [CH:1]([C:3]1[O:11][C:10]2[CH:9]=[CH:8][N:7]=[C:6]([NH:12][C:13](=[O:20])[C:14]3[CH:19]=[CH:18][CH:17]=[CH:16][CH:15]=3)[C:5]=2[CH:4]=1)=O.[NH2:21][C:22]([CH:26]([F:28])[F:27])=[CH:23][C:24]#[N:25]>C(O)(=O)C.C(O)CCC>[C:24]([C:23]1[CH:1]([C:3]2[O:11][C:10]3[CH:9]=[CH:8][N:7]=[C:6]([NH:12][C:13](=[O:20])[C:14]4[CH:15]=[CH:16][CH:17]=[CH:18][CH:19]=4)[C:5]=3[CH:4]=2)[C:23]([C:24]#[N:25])=[C:22]([CH:26]([F:28])[F:27])[NH:21][C:22]=1[CH:26]([F:28])[F:27])#[N:25]. Procedure details: A solution of 200 mg (0.75 mmol) N-(2-formylfuro[3,2-c]pyridin-4-yl)benzamide (Example 3A) in acetic acid (1.3 ml) was treated with a solution of 200 mg (1.69 mmol) 3-amino-4,4-difluorobut-2-enenitrile [obtainable by Thorpe reaction of acetonitrile with 2,2-difluoroacetonitrile, cf. Org. React. 15, 1 (1967), ibid. 31, 1 (1984)] in 1-butanol (1.0 ml). The mixture was heated to reflux temperature for 2 h. Upon cooling, the reaction mixture was concentrated under reduced pressure, and the residue w... Reactants: CC1=C(C=CC=C1C)N1CCC=2C(NC=3C(=CC=CC3C21)OC(F)(F)F)=O (1-(2,3-Dimethylphenyl)-4-oxo-6-trifluoromethoxy-2,3,4,5-tetrahydro-pyrrolo[3,2-c]quinoline). Solvent: P(=O)(Cl)(Cl)Cl (phosphoryl chloride). Reaction conditions: time 30 minute. The product is CC1=C(C=CC=C1C)N1CCC=2C(=NC=3C(=CC=CC3C21)OC(F)(F)F)NCCO (1-(2,3-dimethylphenyl)-4-[(2-hydroxyethyl)amino]-6-trifluoromethoxy-2,3-dihydropyrrolo[3,2-c]quinoline). The yield is 162.4%. RXN SMILES: [CH3:1][C:2]1[C:7]([CH3:8])=[CH:6][CH:5]=[CH:4][C:3]=1[N:9]1[C:21]2[C:20]3[CH:19]=[CH:18][CH:17]=[C:16]([O:22][C:23]([F:26])([F:25])[F:24])[C:15]=3[NH:14][C:13](=O)[C:12]=2[CH2:11][CH2:10]1>P(Cl)(Cl)(Cl)=O>[CH3:1][C:2]1[C:7]([CH3:8])=[CH:6][CH:5]=[CH:4][C:3]=1[N:9]1[C:21]2[C:20]3[CH:19]=[CH:18][CH:17]=[C:16]([O:22][C:23]([F:24])([F:25])[F:26])[C:15]=3[N:14]=[C:13]([NH:14][CH2:15][CH2:16][OH:22])[C:12]=2[CH2:11][CH2:10]1. Reported procedure: 1-(2,3-Dimethylphenyl)-4-oxo-6-trifluoromethoxy-2,3,4,5-tetrahydro-pyrrolo[3,2-c]quinoline(4.4 g, 11.8 mmol) was dissolved in phosphoryl chloride(10 ml). The reaction mixture was refluxed for 2 hours. After removing the excess phosphoryl chloride by simple distillation, the residue was poured into iced water, neutralized with aqueous solution of sodium hydroxide(1N), and stirred for 30 minutes. The resultant was extracted with dichloromethane(20 ml) for 3 times, and the organic layer was washed ... Reactants: CC(C)(C)[O-], CS(C)=O, O=c1[nH]c(Cl)nc2ncc(Cl)cc12, [K+], OCCCOc1ccccc1. Yields the product O=c1[nH]c(OCCCOc2ccccc2)nc2ncc(Cl)cc12. RXN SMILES: [CH3:25][C:26]([CH3:27])([O-:28])[CH3:29].[CH3:31][S:32]([CH3:33])=[O:34].[Cl:1][c:2]1[nH:3][c:4](=[O:13])[c:5]2[c:6]([n:7]1)[n:8][cH:9][c:10]([Cl:12])[cH:11]2.[K+:30].[O:14]([c:15]1[cH:16][cH:17][cH:18][cH:19][cH:20]1)[CH2:21][CH2:22][CH2:23][OH:24]>>[c:2]1([O:24][CH2:23][CH2:22][CH2:21][O:14][c:15]2[cH:16][cH:17][cH:18][cH:19][cH:20]2)[nH:3][c:4](=[O:13])[c:5]2[c:6]([n:7]1)[n:8][cH:9][c:10]([Cl:12])[cH:11]2. Procedure: Platinum oxide (200 mg) was added to a solution of 2-[4-(t-butoxycarbonyl)piperazin-1-yl]benzonitrile (2.01 g, 7 mmol) in ethanol-acetic acid (95:5, 35 mL) and the mixture was shaken under hydrogen (50 psi) for 22 h, adding further platinum oxide (1 g) after 4 h. The mixture was filtered through Hyflo, further ethanol (85 mL), acetic acid (15 mL) and platinum oxide (1 g) were added and the mixture was shaken under hydrogen (50 psi) for 6 h., adding further platinum oxide (200 mg) after 2 h. and ... Yield: 99.5%. The product is C(C)(C)(C)OC(=O)N1CCN(CC1)C1=C(C=CC=C1)CN (2-(4-t-Butoxycarbonylpiperazin-1-yl)phenylmethylamine). Solvent: C(C)O.C(C)(=O)O (ethanol acetic acid). Reagents/catalysts: [Pt]=O (platinum oxide), [Pt]=O (Platinum oxide). Conditions: time 22 hour. As a reaction SMILES: [C:1]([O:5][C:6]([N:8]1[CH2:13][CH2:12][N:11]([C:14]2[CH:21]=[CH:20][CH:19]=[CH:18][C:15]=2[C:16]#[N:17])[CH2:10][CH2:9]1)=[O:7])([CH3:4])([CH3:3])[CH3:2]>C(O)C.C(O)(=O)C.[Pt]=O>[C:1]([O:5][C:6]([N:8]1[CH2:9][CH2:10][N:11]([C:14]2[CH:21]=[CH:20][CH:19]=[CH:18][C:15]=2[CH2:16][NH2:17])[CH2:12][CH2:13]1)=[O:7])([CH3:4])([CH3:2])[CH3:3] |f:1.2|. The reactants are C(C)(C)(C)OC(=O)N1CCN(CC1)C1=C(C#N)C=CC=C1 (2-[4-(t-butoxycarbonyl)piperazin-1-yl]benzonitrile).